Dataset: the Open Reaction Database (ORD), a public repository of structured organic reaction records. Task: describe an organic reaction: reactants, conditions, products, and yield Reactants: NC1=NC(=C(C(=C1CO)C1=CC=C(C=C1)F)C(=O)OC)C(C)C (2-Amino-4-(4-fluorophenyl)-3-hydroxymethyl-6-isopropyl5-methoxycarbonyl-pyridine), [Cr](=O)(=O)([O-])Cl.[NH+]1=CC=CC=C1 (pyridinium chlorochromate). The solvent is ClCCl (dichloromethane). Conditions: time 1 hour. Yields the product NC1=NC(=C(C(=C1C=O)C1=CC=C(C=C1)F)C(=O)OC)C(C)C (2-Amino-4-(4-fluorophenyl)-3-formyl-5-methoxycarbonyl-6-isopropyl-pyridine). Reaction SMILES: [NH2:1][C:2]1[C:7]([CH2:8][OH:9])=[C:6]([C:10]2[CH:15]=[CH:14][C:13]([F:16])=[CH:12][CH:11]=2)[C:5]([C:17]([O:19][CH3:20])=[O:18])=[C:4]([CH:21]([CH3:23])[CH3:22])[N:3]=1.[Cr](Cl)([O-])(=O)=O.[NH+]1C=CC=CC=1>ClCCl>[NH2:1][C:2]1[C:7]([CH:8]=[O:9])=[C:6]([C:10]2[CH:11]=[CH:12][C:13]([F:16])=[CH:14][CH:15]=2)[C:5]([C:17]([O:19][CH3:20])=[O:18])=[C:4]([CH:21]([CH3:23])[CH3:22])[N:3]=1 |f:1.2|. Procedure: 20.7 g (65 mmol) of the compound from Example IV are dissolved in 1.5 1 of dichloromethane, 13.3 g (0.13 mol) of neutral alumina and 28 g (0.13 mol) of pyridinium chlorochromate are added and the mixture is stirred at room temperature for 1 hour. The reactants are O[C@H](CNC1=NC(=NC=C1C=O)SC)C (4-((S)-2-hydroxy-propylamino)-2-methylsulfanyl-pyrimidine-5-carbaldehyde), COC(COC1=C(C=C(C=C1)F)F)=O ((2,4-difluorophenoxy)acetic acid methyl ester), C([O-])([O-])=O.[K+].[K+] (potassium carbonate). Solvent: CN(C=O)C (dimethyl formamide). Conditions: temperature 60 celsius. The product is FC1=C(OC2=CC3=C(N=C(N=C3)SC)N(C2=O)C[C@H](C)O)C=CC(=C1)F (6-(2,4-difluorophenoxy)-8-((S)-2-hydroxypropyl)-2-methylsulfanyl-8H-pyrido[2,3-d]pyrimidin-7-one). The yield is 108.3%. RXN SMILES: [OH:1][C@@H:2]([CH3:15])[CH2:3][NH:4][C:5]1[C:10]([CH:11]=O)=[CH:9][N:8]=[C:7]([S:13][CH3:14])[N:6]=1.C[O:17][C:18](=O)[CH2:19][O:20][C:21]1[CH:26]=[CH:25][C:24]([F:27])=[CH:23][C:22]=1[F:28].C(=O)([O-])[O-].[K+].[K+]>CN(C)C=O>[F:28][C:22]1[CH:23]=[C:24]([F:27])[CH:25]=[CH:26][C:21]=1[O:20][C:19]1[C:18](=[O:17])[N:4]([CH2:3][C@@H:2]([OH:1])[CH3:15])[C:5]2[N:6]=[C:7]([S:13][CH3:14])[N:8]=[CH:9][C:10]=2[CH:11]=1 |f:2.3.4|. Reported procedure: To a mixture of 4-((S)-2-hydroxy-propylamino)-2-methylsulfanyl-pyrimidine-5-carbaldehyde (16.5 g, 73 mmol) and (2,4-difluorophenoxy)acetic acid methyl ester (29.4 g, 145 mmol) in anhydrous dimethyl formamide (300 mL) was added potassium carbonate (30 g, 218 mmol). The reaction mixture was heated to 60° C. and after 18 hours, the reaction mixture was cooled and the dimethylformamide was distilled off under vacuum. Crude residue suspended in water (300 mL) and extracted with dichloromethane, washe... Reactants: FC1=C(C=CC(=C1)F)N1NC=2[C@@]3(CC[C@H](C2C1=O)C3(C)C)C ((4S,7R)-2-(2,4-difluoro-phenyl)-7,8,8-trimethyl-1,2,4,5,6,7-hexahydro-4,7-methano-indazol-3-one), FC1=C(C=CC(=C1)F)N1NC=2[C@@]3(CC[C@H](C2C1=O)C3(C)C)C ((4S,7R)-2-(2,4-difluoro-phenyl)-7,8,8-trimethyl-1,2,4,5,6,7-hexahydro-4,7-methano-indazol-3-one), ICC(=O)OCC (ethyl iodoacetate). The solvent is CN(C=O)C (dimethylformamide). Run at temperature 100 celsius. Yields the product C(C)OC(CN1N(C(C=2[C@H]3CC[C@@](C12)(C3(C)C)C)=O)C3=C(C=C(C=C3)F)F)=O ([(4S,7R)-2-(2,4-difluoro-phenyl)-7,8,8-trimethyl-3-oxo-2,3,4,5,6,7-hexahydro-4,7-methano-indazol-1-yl]-acetic acid ethyl ester). Isolated yield 39.6%. As a reaction SMILES: [F:1][C:2]1[CH:7]=[C:6]([F:8])[CH:5]=[CH:4][C:3]=1[N:9]1[C:17](=[O:18])[C:16]2[C@@H:15]3[C:19]([CH3:21])([CH3:20])[C@@:12]([CH3:22])([CH2:13][CH2:14]3)[C:11]=2[NH:10]1.I[CH2:24][C:25]([O:27][CH2:28][CH3:29])=[O:26]>CN(C)C=O>[CH2:28]([O:27][C:25](=[O:26])[CH2:24][N:10]1[C:11]2[C@@:12]3([CH3:22])[C:19]([CH3:21])([CH3:20])[C@H:15]([CH2:14][CH2:13]3)[C:16]=2[C:17](=[O:18])[N:9]1[C:3]1[CH:4]=[CH:5][C:6]([F:8])=[CH:7][C:2]=1[F:1])[CH3:29]. Procedure details: A mixture of (4S,7R)-2-(2,4-difluoro-phenyl)-7,8,8-trimethyl-1,2,4,5,6,7-hexahydro-4,7-methano-indazol-3-one (Intermediate 14; 256 mg, 0.84 mmol) and ethyl iodoacetate (500 μL, 4.22 mmol) in dimethylformamide (5 mL) was heated at 100° C. for 2 h. The solvent was evaporated, dichloromethane (75 mL) was added and the solution was washed with 1:1 water/aqueous sodium thiosulfate (25 mL). The aqueous layer was back-extracted with dichloromethane (25 mL) and the combined organic layers were washed wi...